The task is: describe an organic reaction: reactants, conditions, products, and yield. This data is from the Open Reaction Database (ORD), a public repository of structured organic reaction records. Reactants: BrC1=CC2=C(N=CN=C2NC2=CC3=C(NC(S3)=O)C=C2)N1 (6-[(6-Bromo-7H-pyrrolo[2,3-d]pyrimidin-4-yl)amino]-1,3-benzothiazol-2(3H)-one), ClC1=CC=C(C=C1)S(=O)[O-].[Na+] (sodium 4-chlorobenzenesulfinate), dicopper, CN(CCN)C (N,N-dimethylethane-1,2-diamine). The solvent is CS(=O)C (dimethyl sulfoxide). The product is ClC1=CC=C(C=C1)S(=O)(=O)C1=CC2=C(N=CN=C2NC2=CC3=C(NC(S3)=O)C=C2)N1 (6-({6-[(4-Chlorophenyl)sulfonyl]-7H-pyrrolo[2,3-d]pyrimidin-4-yl}amino)-1,3-benzothiazol-2(3H)-one). Yield: 3.5%. RXN SMILES: Br[C:2]1[NH:21][C:5]2[N:6]=[CH:7][N:8]=[C:9]([NH:10][C:11]3[CH:20]=[CH:19][C:14]4[NH:15][C:16](=[O:18])[S:17][C:13]=4[CH:12]=3)[C:4]=2[CH:3]=1.[Cl:22][C:23]1[CH:28]=[CH:27][C:26]([S:29]([O-:31])=[O:30])=[CH:25][CH:24]=1.[Na+].CN(C)CCN>CS(C)=O>[Cl:22][C:23]1[CH:28]=[CH:27][C:26]([S:29]([C:2]2[NH:21][C:5]3[N:6]=[CH:7][N:8]=[C:9]([NH:10][C:11]4[CH:20]=[CH:19][C:14]5[NH:15][C:16](=[O:18])[S:17][C:13]=5[CH:12]=4)[C:4]=3[CH:3]=2)(=[O:31])=[O:30])=[CH:25][CH:24]=1 |f:1.2|. Procedure: A mixture comprising 50 mg (138 μmol) 6-[(6-bromo-7H-pyrrolo[2,3-d]pyrimidin-4-yl)amino]-1,3-benzothiazol-2(3H)-one (prepared according to example 8), 0.6 mL dimethyl sulfoxide, 109.7 mg sodium 4-chlorobenzenesulfinate, 7.7 mg (mu-benzene-1,2,3,4-tetrayl-1 kappa2C1,C2:2kappa2C3,C4)[bis(trifluoromethanesulfonatato-kappaO)]dicopper, 2.97 μL N,N-dimethylethane-1,2-diamine was heated at 120° C. for 2 hours to give after chromatography 2.2 mg (3%) of the title compound. The yield is 21.0%. The product is ClC1=C(C=CC=C1)C1=COC2=CN=C(C=C21)C=2OC(=NN2)C (3-(2-chlorophenyl)-5-(5-methyl-1,3,4-oxadiazol-2-yl)furo[2,3-c]pyridine). Reported procedure: In the same manner as in Example 132 and using 3-bromo-5-(5-methyl-1,3,4-oxadiazol-2-yl)furo[2,3-c]pyridine instead of 2-(3-bromo-1-benzofuran-5-yl)-5-methyl-1,3,4-oxadiazole and using (2-chlorophenyl)boronic acid instead of (4-fluorophenyl)boronic acid, the title compound (yield 21%) was obtained as colorless crystals. Reactants: BrC1=COC2=CN=C(C=C21)C=2OC(=NN2)C (3-bromo-5-(5-methyl-1,3,4-oxadiazol-2-yl)furo[2,3-c]pyridine), ClC1=C(C=CC=C1)B(O)O ((2-chlorophenyl)boronic acid). Reaction SMILES: Br[C:2]1[C:10]2[C:5](=[CH:6][N:7]=[C:8]([C:11]3[O:12][C:13]([CH3:16])=[N:14][N:15]=3)[CH:9]=2)[O:4][CH:3]=1.[Cl:17][C:18]1[CH:23]=[CH:22][CH:21]=[CH:20][C:19]=1B(O)O>>[Cl:17][C:18]1[CH:23]=[CH:22][CH:21]=[CH:20][C:19]=1[C:2]1[C:10]2[C:5](=[CH:6][N:7]=[C:8]([C:11]3[O:12][C:13]([CH3:16])=[N:14][N:15]=3)[CH:9]=2)[O:4][CH:3]=1.